The task is: describe an organic reaction: reactants, conditions, products, and yield. This data is from the Open Reaction Database (ORD), a public repository of structured organic reaction records. Reactants: CO, ClC(Cl)Cl, O=C(OO)c1cccc(Cl)c1, CSCCC1=NS(=O)(=O)NC(N)=N1. Yields the product CS(=O)CCC1=NS(=O)(=O)NC(N)=N1. As a reaction SMILES: [CH3:25][OH:26].[CH:27]([Cl:28])([Cl:29])[Cl:30].[Cl:14][c:15]1[cH:16][cH:17][cH:18][c:19]([C:20]([O:21][OH:23])=[O:22])[cH:24]1.[NH2:1][C:2]1=[N:7][C:6]([CH2:8][CH2:9][S:10][CH3:11])=[N:5][S:4](=[O:12])(=[O:13])[NH:3]1>>[NH2:1][C:2]1=[N:7][C:6]([CH2:8][CH2:9][S:10]([CH3:11])=[O:22])=[N:5][S:4](=[O:12])(=[O:13])[NH:3]1. As a reaction SMILES: [S:1]1[C:5]2[CH:6]=[CH:7][CH:8]=[CH:9][C:4]=2[N:3]=[C:2]1[CH2:10][O:11][C:12]1[CH:37]=[CH:36][C:15]2[N:16]([CH2:28][C:29]3[CH:34]=[CH:33][C:32](Br)=[CH:31][CH:30]=3)[C:17]([C@H:19]3[CH2:24][CH2:23][CH2:22][CH2:21][C@H:20]3[C:25]([OH:27])=[O:26])=[N:18][C:14]=2[CH:13]=1.[N:38]1[CH:43]=[C:42](B(O)O)[CH:41]=[N:40][CH:39]=1>>[S:1]1[C:5]2[CH:6]=[CH:7][CH:8]=[CH:9][C:4]=2[N:3]=[C:2]1[CH2:10][O:11][C:12]1[CH:37]=[CH:36][C:15]2[N:16]([CH2:28][C:29]3[CH:34]=[CH:33][C:32]([C:42]4[CH:43]=[N:38][CH:39]=[N:40][CH:41]=4)=[CH:31][CH:30]=3)[C:17]([C@H:19]3[CH2:24][CH2:23][CH2:22][CH2:21][C@H:20]3[C:25]([OH:27])=[O:26])=[N:18][C:14]=2[CH:13]=1. Reported procedure: The title compound was prepared using analogous conditions described in Step A of Example 97 using racemic cis-2-(5-(benzo[d]thiazol-2-ylmethoxy)-1-(4-bromobenzyl)-1H-benzo[d]imidazol-2-yl)cyclohexanecarboxylic acid and pyrimidin-5-ylboronic acid. MS (ESI): mass calcd. for C33H29N5O3S, 575.69; m/z found, 576.2 [M+H]+. 1H NMR (400 MHz, CD3OD) δ 9.20-9.10 (s, 1H), 9.10-9.00 (s, 2H), 8.11-7.94 (m, 2H), 7.77-7.69 (d, J=8.3, 2H), 7.60-7.51 (m, 2H), 7.51-7.42 (m, 2H), 7.38-7.30 (m, 3H), 6.01-5.78 (q, ... Yields the product S1C(=NC2=C1C=CC=C2)COC2=CC1=C(N(C(=N1)[C@@H]1[C@@H](CCCC1)C(=O)O)CC1=CC=C(C=C1)C=1C=NC=NC1)C=C2 (racemic cis-2-(5-(benzo[d]thiazol-2-ylmethoxy)-1-(4-(pyrimidin-5-yl)benzyl)-1H-benzo[d]imidazol-2-yl)cyclohexanecarboxylic acid). Starting materials: S1C(=NC2=C1C=CC=C2)COC2=CC1=C(N(C(=N1)[C@@H]1[C@@H](CCCC1)C(=O)O)CC1=CC=C(C=C1)Br)C=C2 (racemic cis-2-(5-(benzo[d]thiazol-2-ylmethoxy)-1-(4-bromobenzyl)-1H-benzo[d]imidazol-2-yl)cyclohexanecarboxylic acid), N1=CN=CC(=C1)B(O)O (pyrimidin-5-ylboronic acid). Starting materials: C1(CCCCC1)CN1C(N(C=2NC(=NC2C1=O)C1=CC=C(/C=C/C(=O)O)C=C1)CC1CCCCC1)=O ((E)-4-[1,3 bis(cyclohexylmethyl)-1,2,3,6-tetrahydro-2,6-dioxo-9H-purin-8-yl]cinnamic acid), NC1=C(C(N(C(N1CC1CCCCC1)=O)CC1CCCCC1)=O)N=O (6-amino 1,3-bis(cyclohexylmethyl)-5-nitrosouracil), C(=O)C1=CC=C(C(=O)O)C=C1 (4-formylbenzoic acid). Yields the product C1(CCCCC1)CN1C(=O)N(C(=O)C(=C1N)N)CC1CCCCC1 (1,3-Bis(cyclohexylmethyl)-5,6-diaminouracil), C1(CCCCC1)CN1C(N(C=2NC(=NC2C1=O)C1=C(C(=O)O)C=CC=C1)CC1CCCCC1)=O ((1,3-Bis(cyclohexylmethyl)-1,2,3,6-tetrahydro-2,6-dioxo-9H-purin-8-yl]benzoic acid), solid. Isolated yield 54.0%. As a reaction SMILES: [CH:1]1([CH2:7][N:8]2[C:16](=[O:17])[C:15]3[N:14]=[C:13](C4C=CC(/C=C/C(O)=O)=CC=4)[NH:12][C:11]=3[N:10]([CH2:29][CH:30]3[CH2:35][CH2:34][CH2:33][CH2:32][CH2:31]3)[C:9]2=[O:36])[CH2:6][CH2:5][CH2:4][CH2:3][CH2:2]1.NC1N(CC2CCCCC2)C(=O)N(CC2CCCCC2)C(=O)C=1N=O.C([C:64]1[CH:72]=[CH:71][C:67]([C:68]([OH:70])=[O:69])=[CH:66][CH:65]=1)=O>>[CH:30]1([CH2:29][N:10]2[C:11]([NH2:12])=[C:15]([NH2:14])[C:16](=[O:17])[N:8]([CH2:7][CH:1]3[CH2:6][CH2:5][CH2:4][CH2:3][CH2:2]3)[C:9]2=[O:36])[CH2:31][CH2:32][CH2:33][CH2:34][CH2:35]1.[CH:1]1([CH2:7][N:8]2[C:16](=[O:17])[C:15]3[N:14]=[C:13]([C:66]4[CH:65]=[CH:64][CH:72]=[CH:71][C:67]=4[C:68]([OH:70])=[O:69])[NH:12][C:11]=3[N:10]([CH2:29][CH:30]3[CH2:35][CH2:34][CH2:33][CH2:32][CH2:31]3)[C:9]2=[O:36])[CH2:2][CH2:3][CH2:4][CH2:5][CH2:6]1. Procedure details: 1,3-Bis(cyclohexylmethyl)-5,6-diaminouracil was prepared as in part (d) of Example 1 by reduction of 1, 6-amino 1,3-bis(cyclohexylmethyl)-5-nitrosouracil (1.00 g) and immediately condensed with 4-formylbenzoic acid (Aldrich, 1.424 g) by the method of J. Perumattam (Synthetic Commun. 1989, 19: 3367–3370) to give title compound as an off-white solid an off-white solid (720 mg, 54%), m.p. >300° C.; 1H-NMR (DMSO-d6) consistent with structure. The reactants are C1CCOC1, CCOC(C)=O, Cc1ccc(Cl)c(O)c1, [K+], [K+], O=C([O-])[O-], O. The product is COc1cc(C)ccc1Cl. RXN SMILES: [CH2:23]1[O:24][CH2:25][CH2:26][CH2:27]1.[CH3:16][CH2:17][O:18][C:19](=[O:20])[CH3:21].[Cl:1][c:2]1[c:3]([OH:9])[cH:4][c:5]([CH3:8])[cH:6][cH:7]1.[K+:10].[K+:11].[O-:12][C:13]([O-:14])=[O:15].[OH2:22]>>[Cl:1][c:2]1[c:3]([O:9][CH3:13])[cH:4][c:5]([CH3:8])[cH:6][cH:7]1. Starting materials: C1(CC1)OC=1C=C(C=CC1OC(F)F)C1=C(C2=C(C=NN(C2=O)COCC[Si](C)(C)C)N1)COC (2-(3-cyclopropoxy-4-difluoromethoxyphenyl)-3-methoxymethyl-5-(2-trimethylsilylethoxymethyl)-1,5-dihydropyrrolo[2,3-d]pyridazin-4-one), C[O-].[Na+] (sodium methoxide), C(C)(=O)Cl (acetyl chloride). Solvent: CO (methanol), CO (methanol). Reaction conditions: temperature 50 celsius, time 15 minute. The product is C1(CC1)OC=1C=C(C=CC1OC(F)F)C1=C(C2=C(C=NNC2=O)N1)COC (2-(3-Cyclopropoxy-4-difluoromethoxyphenyl)-3-methoxymethyl-1,5-dihydropyrrolo[2,3-d]pyridazin-4-one). The yield is 55.7%. RXN SMILES: C(Cl)(=O)C.[CH:5]1([O:8][C:9]2[CH:10]=[C:11]([C:19]3[NH:36][C:22]4[CH:23]=[N:24][N:25](COCC[Si](C)(C)C)[C:26](=[O:27])[C:21]=4[C:20]=3[CH2:37][O:38][CH3:39])[CH:12]=[CH:13][C:14]=2[O:15][CH:16]([F:18])[F:17])[CH2:7][CH2:6]1.C[O-].[Na+]>CO>[CH:5]1([O:8][C:9]2[CH:10]=[C:11]([C:19]3[NH:36][C:22]4[CH:23]=[N:24][NH:25][C:26](=[O:27])[C:21]=4[C:20]=3[CH2:37][O:38][CH3:39])[CH:12]=[CH:13][C:14]=2[O:15][CH:16]([F:17])[F:18])[CH2:6][CH2:7]1 |f:2.3|. Reported procedure: To 8 ml of methanol was added 1.3 ml (18.3 mmol) of acetyl chloride, and the mixture was stirred at 50° C. for 15 minutes, and then, cooled to room temperature. To the solution was added 140 mg (0.276 mmol) of 2-(3-cyclopropoxy-4-difluoromethoxyphenyl)-3-methoxymethyl-5-(2-trimethylsilylethoxymethyl)-1,5-dihydropyrrolo[2,3-d]pyridazin-4-one obtained in Example 11-(b), and the resulting mixture was stirred at room temperature for 3 hours. After completion of the reaction, to the reaction mixture ... Reactants: CCOC(=O)c1ccc(-c2ccc(OCCCNC)c(-c3ccc4c(c3)C(C)(C)CCC4(C)C)c2)cc1, [Na+], C1CCOC1, [OH-]. Yields the product CNCCCOc1ccc(-c2ccc(C(=O)O)cc2)cc1-c1ccc2c(c1)C(C)(C)CCC2(C)C. RXN SMILES: [CH3:3][NH:4][CH2:5][CH2:6][CH2:7][O:8][c:9]1[c:10](-[c:26]2[cH:27][c:28]3[c:33]([cH:34][cH:35]2)[C:32]([CH3:36])([CH3:37])[CH2:31][CH2:30][C:29]3([CH3:38])[CH3:39])[cH:11][c:12](-[c:15]2[cH:16][cH:17][c:18]([C:21](=[O:22])[O:23][CH2:24][CH3:25])[cH:19][cH:20]2)[cH:13][cH:14]1.[Na+:2].[O:40]1[CH2:41][CH2:42][CH2:43][CH2:44]1.[OH-:1]>>[CH3:3][NH:4][CH2:5][CH2:6][CH2:7][O:8][c:9]1[c:10](-[c:26]2[cH:27][c:28]3[c:33]([cH:34][cH:35]2)[C:32]([CH3:36])([CH3:37])[CH2:31][CH2:30][C:29]3([CH3:38])[CH3:39])[cH:11][c:12](-[c:15]2[cH:16][cH:17][c:18]([C:21](=[O:22])[OH:23])[cH:19][cH:20]2)[cH:13][cH:14]1. Reactants: [Br-], CCC[Mg+], C1CCOC1, [Cl-], [NH4+], CON(C)C(=O)c1sc(NC(=O)c2ccncc2)nc1-c1ccco1. Yields the product CCCC(=O)c1sc(NC(=O)c2ccncc2)nc1-c1ccco1. Reaction SMILES: [Br-:26].[CH2:27]([CH2:28][CH3:29])[Mg+:30].[CH2:33]1[O:34][CH2:35][CH2:36][CH2:37]1.[Cl-:31].[NH4+:32].[o:1]1[c:2](-[c:6]2[n:7][c:8]([NH:17][C:18](=[O:19])[c:20]3[cH:21][cH:22][n:23][cH:24][cH:25]3)[s:9][c:10]2[C:11]([N:12]([O:13][CH3:14])[CH3:15])=[O:16])[cH:3][cH:4][cH:5]1>>[o:1]1[c:2](-[c:6]2[n:7][c:8]([NH:17][C:18](=[O:19])[c:20]3[cH:21][cH:22][n:23][cH:24][cH:25]3)[s:9][c:10]2[C:11](=[O:16])[CH2:27][CH2:28][CH3:29])[cH:3][cH:4][cH:5]1.